This data is from the Open Reaction Database (ORD), a public repository of structured organic reaction records. The task is: describe an organic reaction: reactants, conditions, products, and yield Reactants: CCOC(C)=O, CC(C)OC(=O)N=NC(=O)OC(C)C, C1CCOC1, O=S(=O)(Oc1ccc2cc(O)ccc2c1Oc1ccc(OCCN2CCCCC2)cc1)C(F)(F)F, OCc1ccccc1, c1ccc(P(c2ccccc2)c2ccccc2)cc1. Yields the product O=S(=O)(Oc1ccc2cc(OCc3ccccc3)ccc2c1Oc1ccc(OCCN2CCCCC2)cc1)C(F)(F)F. RXN SMILES: [CH3:77][CH2:78][O:79][C:80](=[O:81])[CH3:82].[O:63]=[C:64]([O:65][CH:66]([CH3:67])[CH3:68])[N:69]=[N:70][C:71]([O:72][CH:73]([CH3:74])[CH3:75])=[O:76].[O:83]1[CH2:84][CH2:85][CH2:86][CH2:87]1.[OH:1][c:2]1[cH:3][c:4]2[cH:5][cH:6][c:7]([O:28][S:29](=[O:30])(=[O:31])[C:32]([F:33])([F:34])[F:35])[c:8]([O:12][c:13]3[cH:14][cH:15][c:16]([O:19][CH2:20][CH2:21][N:22]4[CH2:23][CH2:24][CH2:25][CH2:26][CH2:27]4)[cH:17][cH:18]3)[c:9]2[cH:10][cH:11]1.[OH:55][CH2:56][c:57]1[cH:58][cH:59][cH:60][cH:61][cH:62]1.[c:36]1([P:37]([c:38]2[cH:39][cH:40][cH:41][cH:42][cH:43]2)[c:44]2[cH:45][cH:46][cH:47][cH:48][cH:49]2)[cH:50][cH:51][cH:52][cH:53][cH:54]1>>[O:1]([c:2]1[cH:3][c:4]2[cH:5][cH:6][c:7]([O:28][S:29](=[O:30])(=[O:31])[C:32]([F:33])([F:34])[F:35])[c:8]([O:12][c:13]3[cH:14][cH:15][c:16]([O:19][CH2:20][CH2:21][N:22]4[CH2:23][CH2:24][CH2:25][CH2:26][CH2:27]4)[cH:17][cH:18]3)[c:9]2[cH:10][cH:11]1)[CH2:56][c:57]1[cH:58][cH:59][cH:60][cH:61][cH:62]1. The reactants are IC (iodomethane), C(C)(=O)C=1C=C(C=C(C1)S(F)(F)(F)(F)F)NC(C(F)(F)F)=O (N-(3-Acetyl-5-pentafluorosulfanylphenyl)-2,2,2-trifluoroacetamide), C([O-])([O-])=O.[K+].[K+] (potassium carbonate), ICC (iodoethane), Cl (HCl). Run in C(OC)COC (dimethoxyethane), C(C)(=O)OCC (ethyl acetate), O (water). Conditions: temperature 100 celsius. The product is C(C)(=O)C=1C=C(C=C(C1)S(F)(F)(F)(F)F)N(C(C(F)(F)F)=O)CC (N-(3-Acetyl-5-pentafluorosulfanylphenyl)-N-ethyl-2,2,2-trifluoroacetamide). As a reaction SMILES: [C:1]([C:4]1[CH:5]=[C:6]([NH:16][C:17](=[O:22])[C:18]([F:21])([F:20])[F:19])[CH:7]=[C:8]([S:10]([F:15])([F:14])([F:13])([F:12])[F:11])[CH:9]=1)(=[O:3])[CH3:2].C(=O)([O-])[O-].[K+].[K+].I[CH2:30][CH3:31].IC.Cl>C(COC)OC.C(OCC)(=O)C.O>[C:1]([C:4]1[CH:5]=[C:6]([N:16]([CH2:30][CH3:31])[C:17](=[O:22])[C:18]([F:21])([F:19])[F:20])[CH:7]=[C:8]([S:10]([F:14])([F:15])([F:13])([F:12])[F:11])[CH:9]=1)(=[O:3])[CH3:2] |f:1.2.3|. Reported procedure: N-(3-Acetyl-5-pentafluorosulfanylphenyl)-2,2,2-trifluoroacetamide (100 mg, example 4d) was dissolved in absolute dimethoxyethane (5 ml) in a microwave insert and admixed with powdered potassium carbonate (40 mg). After adding iodoethane (60 μl), the mixture was heated to 100° C. in the microwave for 30 min. Subsequently, further iodomethane (60 μl) was added and the mixture was heated again to 100° C. for 30 min. This operation was repeated once more. Then the mixture was worked up by adding it ... The reactants are CC1(C=CC(C1)=O)C (4,4-Dimethyl-2-cyclopenten-1-one), S(=O)(=O)(C1=CC=C(C)C=C1)C[N+]#[C-] (Tosylmethyl isocyanide), CC(C)([O-])C.[K+] (Potassium tert-butoxide), Cl (HCl). Run at temperature 7.5 celsius, time 1 hour. Isolated yield 127.5%. Solvent: CO (methanol), O (water), CS(=O)C (dimethylsulfoxide). Reaction SMILES: S(C[N+:12]#[C-])(C1C=CC(C)=CC=1)(=O)=O.[CH3:14][C:15]([CH3:18])([O-])[CH3:16].[K+].[CH3:20][C:21]1(C)C[C:24](=O)[CH:23]=[CH:22]1.Cl>CS(C)=O.CO.O>[CH3:14][C:15]1([CH3:18])[CH2:20][CH2:21][CH2:22][CH:23]([C:24]#[N:12])[CH2:16]1 |f:1.2|. Reported procedure: Tosylmethyl isocyanide (3.0 g, 15.4 mmol) was dissolved in 15 mL of anhydrous dimethylsulfoxide and the solution was cooled to 5-10° C. in an ice water bath. Potassium tert-butoxide (5.03 g, 44.8 mmol) was then added and the solution turned dark brown in color. The reaction was allowed to warm to room temperature and stirred for 1 hour. A solution of the cyclohexanone (1) (1.62 g, 12.8 mmol) in anhydrous methanol (685 μL) was added to the reaction via syringe and the reaction was stirred at room... Product: CC1(CC(CCC1)C#N)C (3,3-Dimethylcyclohexanecarbonitrile). Reactants: C(C)O.[Cl-].[Mg+2].[Cl-] (magnesium chloride ethanol), [Cl-].[Mg+2].[Cl-] (magnesium chloride), C(C)C(CO)CCCC (2-ethyl-1-hexanol). The solvent is C(C)O (ethanol). Product: [Cl-].[Mg+2].[Cl-].C(C)C(CO)CCCC (magnesium chloride 2-ethylhexanol). Reaction SMILES: C(O)C.[Cl-:4].[Mg+2:5].[Cl-].[Cl-].[Mg+2].[Cl-].[CH2:10]([CH:12]([CH2:15][CH2:16][CH2:17][CH3:18])[CH2:13][OH:14])[CH3:11]>C(O)C>[Cl-:4].[Mg+2:5].[Cl-:4].[CH2:10]([CH:12]([CH2:15][CH2:16][CH2:17][CH3:18])[CH2:13][OH:14])[CH3:11] |f:0.1.2.3,4.5.6,9.10.11.12|. Reported procedure: To a sample (50 g, 0.134 mole) of magnesium chloride ethanol adduct prepared as in Example 2 and having an ethanol:magnesium chloride ratio of 6 was added 60 ml of 2-ethyl-1-hexanol. The solution was then distilled at 120° C. to remove ethanol and heptane. Decane (97.7 g) was added to the resulting viscous solution to obtain the magnesium chloride-2-ethylhexanol adduct as a clear, colorless solution. It had a molar ratio of 2-ethylhexanol:magnesium chloride of 2.9 and still contained approximate... The reactants are BrC1=C(C=C(C=C1)Br)[N+](=O)[O-] (1,4-dibromo-2-nitro-benzene), C(#N)[Cu] (CuCN). Run in CC(=O)N(C)C (DMA), CCOC(=O)C (EtOAc). The product is BrC1=CC(=C(C#N)C=C1)[N+](=O)[O-] (4-bromo-2-nitro-benzonitrile). RXN SMILES: Br[C:2]1[CH:7]=[CH:6][C:5]([Br:8])=[CH:4][C:3]=1[N+:9]([O-:11])=[O:10].[C:12]([Cu])#[N:13]>CC(N(C)C)=O.CCOC(C)=O>[Br:8][C:5]1[CH:6]=[CH:7][C:2]([C:12]#[N:13])=[C:3]([N+:9]([O-:11])=[O:10])[CH:4]=1. Procedure: Stir the mixture of 1,4-dibromo-2-nitro-benzene (3.56 mmol) and CuCN (3.74 mmol) in DMA (4 ml) at 100° C. for 5 hours. Cool to room temperature, dilute with EtOAc, filter through celite, wash the organic layer with brine, dry over Na2SO4, and concentrate under vacuum. Purify the residue by flash chromatography (4:1 hexanes/EtOAc) to give 4-bromo-2-nitro-benzonitrile. The reactants are C[Si](C)(C)C=[N+]=[N-] (trimethylsilyldiazomethane), CCCCCC (hexane), OCC(C)(C)NC(C1=C(C=C(C=C1)F)F)=O (N-(2-Hydroxy-1,1-dimethylethyl)-2,4-difluorobenzamide), B(F)(F)F.CCOCC (boron trifluoride diethyl etherate), Cl (hydrochloric acid). The yield is 60.0%. Run in C(Cl)Cl (methylene chloride). Procedure details: A solution of 2M trimethylsilyldiazomethane in hexane (3.9 ml, 7.8 mmol) was added dropwise to a solution of N-(2-hydroxy-1,1-dimethylethyl)-2,4-difluorobenzamide obtained in Example 27 (0.59 g, 2.6 mmol) and boron trifluoride diethyl etherate (43 mg, 0.3 mmol) in methylene chloride (6 ml), and stirred at room temperature overnight. To the reaction mixture was added 1N hydrochloric acid (5 ml) dropwise, and the resulting mixture was concentrated and extracted with ethyl acetate. The extract was ... Yields the product COCC(C)(C)NC(C1=C(C=C(C=C1)F)F)=O (N-(2-Methoxy-1,1-dimethylethyl)-2,4-difluorobenzamide). Conditions: time 8 hour. As a reaction SMILES: [CH3:1][Si](C=[N+]=[N-])(C)C.CCCCCC.[OH:14][CH2:15][C:16]([NH:19][C:20](=[O:29])[C:21]1[CH:26]=[CH:25][C:24]([F:27])=[CH:23][C:22]=1[F:28])([CH3:18])[CH3:17].B(F)(F)F.CCOCC.Cl>C(Cl)Cl>[CH3:1][O:14][CH2:15][C:16]([NH:19][C:20](=[O:29])[C:21]1[CH:26]=[CH:25][C:24]([F:27])=[CH:23][C:22]=1[F:28])([CH3:18])[CH3:17] |f:3.4|. Starting materials: Cl.NC1=C(C(N(C(N1C)=O)C)=O)NC(CC1=CC=C(C=C1)N)=O (N-(6-amino-1,3-dimethyl-2,4-dioxo-1,2,3,4-tetrahydro-pyrimidin-5-yl)-2-(4-amino-phenyl)-acetamide hydrochloride salt), [OH-].[Na+] (sodium hydroxide). The solvent is CO (methanol). Conditions: temperature 50 celsius. The product is NC1=CC=C(CC2=NC=3N(C(N(C(C3N2)=O)C)=O)C)C=C1 (8-(4-amino-benzyl)-1,3-dimethyl-3,7-dihydro-purine-2,6-dione). RXN SMILES: Cl.[NH2:2][C:3]1[N:8]([CH3:9])[C:7](=[O:10])[N:6]([CH3:11])[C:5](=[O:12])[C:4]=1[NH:13][C:14](=O)[CH2:15][C:16]1[CH:21]=[CH:20][C:19]([NH2:22])=[CH:18][CH:17]=1.[OH-].[Na+]>CO>[NH2:22][C:19]1[CH:20]=[CH:21][C:16]([CH2:15][C:14]2[NH:13][C:4]3[C:5](=[O:12])[N:6]([CH3:11])[C:7](=[O:10])[N:8]([CH3:9])[C:3]=3[N:2]=2)=[CH:17][CH:18]=1 |f:0.1,2.3|. Procedure: To a solution of crude N-(6-amino-1,3-dimethyl-2,4-dioxo-1,2,3,4-tetrahydro-pyrimidin-5-yl)-2-(4-amino-phenyl)-acetamide hydrochloride salt (0.68 mmol) in methanol (35 mL) was added 10% w/v aqueous sodium hydroxide (3.4 mL) and the mixture heated to 50° C. for 7 hrs. The reaction mixture was concentrated in vacuo to dryness and the residue triturated with warm tetrahydrofuran and filtered to remove insoluble inorganic material. The filtrate was concentrated in vacuo to give crude 8-(4-amino-benz... Reactants: CCOC(=O)NN, CCO, ClCCl, O=C=Nc1cccc(I)c1. Yields the product CCOC(=O)NNC(=O)Nc1cccc(I)c1. As a reaction SMILES: [C:1]([NH:2][NH2:3])(=[O:4])[O:5][CH2:6][CH3:7].[CH3:18][CH2:19][OH:20].[Cl:21][CH2:22][Cl:23].[I:8][c:9]1[cH:10][c:11]([N:15]=[C:16]=[O:17])[cH:12][cH:13][cH:14]1>>[C:1]([NH:2][NH:3][C:16]([NH:15][c:11]1[cH:10][c:9]([I:8])[cH:14][cH:13][cH:12]1)=[O:17])(=[O:4])[O:5][CH2:6][CH3:7].